This data is from the Open Reaction Database (ORD), a public repository of structured organic reaction records. The task is: describe an organic reaction: reactants, conditions, products, and yield The reactants are ClCCl, C[N+](C)(C)Cc1ccccc1, COS(=O)(=O)OC, [Cl-], O=[N+]([O-])c1c(Cl)ccc(O)c1Cl, [Na+], [OH-], O. Product: COc1ccc(Cl)c([N+](=O)[O-])c1Cl. As a reaction SMILES: [CH2:22]([Cl:23])[Cl:24].[CH2:26]([N+:27]([CH3:28])([CH3:29])[CH3:30])[c:31]1[cH:32][cH:33][cH:34][cH:35][cH:36]1.[CH3:15][O:16][S:17]([O:18][CH3:19])(=[O:20])=[O:21].[Cl-:25].[Cl:1][c:2]1[c:3]([OH:12])[cH:4][cH:5][c:6]([Cl:11])[c:7]1[N+:8](=[O:9])[O-:10].[Na+:14].[OH-:13].[OH2:37]>>[Cl:1][c:2]1[c:3]([O:12][CH3:15])[cH:4][cH:5][c:6]([Cl:11])[c:7]1[N+:8](=[O:9])[O-:10]. The reactants are C[Li] (methyllithium), BrC1=C(C(=O)C2=CC=CC=C2)C=CC=C1 (2-bromobenzophenone). Product: BrC1=C(C=CC=C1)C(O)(C1=CC=CC=C1)C (2-bromophenyl methyl phenyl carbinol). As a reaction SMILES: [CH3:1][Li].[Br:3][C:4]1[CH:17]=[CH:16][CH:15]=[CH:14][C:5]=1[C:6]([C:8]1[CH:13]=[CH:12][CH:11]=[CH:10][CH:9]=1)=[O:7]>>[Br:3][C:4]1[CH:17]=[CH:16][CH:15]=[CH:14][C:5]=1[C:6]([CH3:1])([C:8]1[CH:13]=[CH:12][CH:11]=[CH:10][CH:9]=1)[OH:7]. Procedure details: Addition of methyllithium to 2-bromobenzophenone provides 2-bromophenyl methyl phenyl carbinol. Addition of methyl magnesium iodide to methyl o-bromobenzoate provides 2-bromophenyl dimethyl carbinol. The reactants are CB(C)Br (dimethylboron bromide), OCC1C2(CCCC2)CCN(C1)CC1=CC=CC=C1 (6-hydroxymethyl-8-benzyl-8-azaspiro[4,5]decane), [OH-].[Na+] (sodium hydroxide). The solvent is ClCCl (dichloromethane). Conditions: temperature -78 celsius, time 4 hour. Product: C(C1=CC=CC=C1)N1CC(C(CC1)=O)CO (1-benzyl-3-hydroxymethyl-4-oxopiperidine). Isolated yield 44.0%. RXN SMILES: [OH:1][CH2:2][CH:3]1[CH2:12][N:11]([CH2:13][C:14]2[CH:19]=[CH:18][CH:17]=[CH:16][CH:15]=2)[CH2:10][CH2:9][C:4]21CCCC2.CB(Br)C.[OH-:24].[Na+]>ClCCl>[CH2:13]([N:11]1[CH2:10][CH2:9][C:4](=[O:24])[CH:3]([CH2:2][OH:1])[CH2:12]1)[C:14]1[CH:19]=[CH:18][CH:17]=[CH:16][CH:15]=1 |f:2.3|. Reported procedure: A solution of 3.0 gm (11.4 mMol) 6-hydroxymethyl-8-benzyl-8-azaspiro[4,5]decane in 50 mL dichloromethane was cooled to −78° C. and then treated with 2.2 mL (22.8 mMol) dimethylboron bromide dropwise. After stirring at −78° C. for 4 hours, the reaction mixture was treated with 45 mL 1N sodium hydroxide and was allowed to warm to room temperature. The phases were separated and the aqueous phase was extracted well with dichloromethane. The organic phases were combined, dried over magnesium sulfate,... Reactants: N1=CC(=CC=C1)C(=O)C=1C=NC=CC1 (dipyridin-3-ylmethanone), [Li]CCCC (n-BuLi), FC1=CC=C(CC=2N=NN(N2)C)C=C1 (5-(4-fluorobenzyl)-2-methyl-2H-tetrazole), FC1=CC=C(CC2=NN=NN2C)C=C1 (5-(4-fluorobenzyl)-1-methyl-1H-tetrazole). Run in O1CCCC1 (tetrahydrofuran), O1CCCC1 (tetrahydrofuran), CCOCC (ether). Conditions: time 1 hour. The product is FC1=CC=C(C=C1)C(C(O)(C=1C=NC=CC1)C=1C=NC=CC1)C=1N=NN(N1)C ((±)-2-(4-fluorophenyl)-2-(2-methyl-2H-tetrazol-5-yl)-1,1-dipyridin-3-ylethanol). Reaction SMILES: [F:1][C:2]1[CH:14]=[CH:13][C:5]([CH2:6][C:7]2[N:8]=[N:9][N:10]([CH3:12])[N:11]=2)=[CH:4][CH:3]=1.FC1C=CC(CC2N(C)N=NN=2)=CC=1.[Li]CCCC.[N:34]1[CH:39]=[CH:38][CH:37]=[C:36]([C:40]([C:42]2[CH:43]=[N:44][CH:45]=[CH:46][CH:47]=2)=[O:41])[CH:35]=1>CCOCC.O1CCCC1>[F:1][C:2]1[CH:14]=[CH:13][C:5]([CH:6]([C:7]2[N:8]=[N:9][N:10]([CH3:12])[N:11]=2)[C:40]([C:42]2[CH:43]=[N:44][CH:45]=[CH:46][CH:47]=2)([C:36]2[CH:35]=[N:34][CH:39]=[CH:38][CH:37]=2)[OH:41])=[CH:4][CH:3]=1. Procedure details: To a 1:1 mixture of 5-(4-fluorobenzyl)-2-methyl-2H-tetrazole and 5-(4-fluorobenzyl)-1-methyl-1H-tetrazole, (0.209 g, 1.09 mmol) in 10 mL of 1:1 ether:tetrahydrofuran at −78° C. was added dropwise n-BuLi (0.434 mL of 2.5 M in hexane, 1.09 mmol). After stirring for one hour, a solution of dipyridin-3-ylmethanone (200 mg, 1.09 mmol) in 3 mL of tetrahydrofuran was added dropwise. Afterh 30 minutes, the reaction was quenched by transferring it via cannula to a −78° C. solution of 100 mL of ether cont... The reactants are solution, C1(=CC=CS1)C(=O)NCC(=O)OC (methyl 2-(2-thenoylamino)acetate), aqueous solution, [OH-].[Na+] (sodium hydroxide). Run in CO (methanol). Yields the product C1(=CC=CS1)C(=O)NCC(=O)[O-].[Na+] (Sodium 2-(2-thenoylamino)acetate). The yield is 103.8%. Reaction SMILES: [C:1]1([C:6]([NH:8][CH2:9][C:10]([O:12]C)=[O:11])=[O:7])[S:5][CH:4]=[CH:3][CH:2]=1.[OH-].[Na+:15]>CO>[C:1]1([C:6]([NH:8][CH2:9][C:10]([O-:12])=[O:11])=[O:7])[S:5][CH:4]=[CH:3][CH:2]=1.[Na+:15] |f:1.2,4.5|. Procedure: To 200 ml of a solution of 16.70 g of methyl 2-(2-thenoylamino)acetate in methanol, 20 ml of aqueous solution of 4.02 g sodium hydroxide was added, and heated to reflux for 30 minutes. The solvent was distilled off under reduced pressure. The residue was crystallized by addition of isopropanol to provide 18.03 g of the objective compound as pale yellow crystals. The reactants are CC(C)(C)OC(=O)NCCc1ccc(Cl)cc1CN=[N+]=[N-], C1CCOC1, c1ccc(P(c2ccccc2)c2ccccc2)cc1. The product is CC(C)(C)OC(=O)NCCc1ccc(Cl)cc1CN. Reaction SMILES: [C:1]([CH3:2])([CH3:3])([CH3:4])[O:5][C:6](=[O:7])[NH:8][CH2:9][CH2:10][c:11]1[c:12]([CH2:13][N:14]=[N+:15]=[N-:16])[cH:17][c:18]([Cl:21])[cH:19][cH:20]1.[CH2:41]1[O:42][CH2:43][CH2:44][CH2:45]1.[c:22]1([P:23]([c:24]2[cH:25][cH:26][cH:27][cH:28][cH:29]2)[c:30]2[cH:31][cH:32][cH:33][cH:34][cH:35]2)[cH:36][cH:37][cH:38][cH:39][cH:40]1>>[C:1]([CH3:2])([CH3:3])([CH3:4])[O:5][C:6](=[O:7])[NH:8][CH2:9][CH2:10][c:11]1[c:12]([CH2:13][NH2:14])[cH:17][c:18]([Cl:21])[cH:19][cH:20]1. The reactants are FC1=C(C=C(C=C1)C(F)(F)F)CC(=O)O (2-(2-fluoro-5-(trifluoromethyl)phenyl)acetic acid), C(C)(C)N(C(C)C)CC (N,N diisopropylethylamine), C(C(=O)Cl)(=O)Cl (oxalyl chloride), NC(C(=O)OCC)=NO (ethyl 2-amino-2-(hydroxyimino)acetate). Run in ClCCl (dichloromethane), CN(C)C=O (DMF), N1=CC=CC=C1 (pyridine), ClCCl (dichloromethane). The product is FC1=C(CC2=NC(=NO2)C(=O)OCC)C=C(C=C1)C(F)(F)F (ethyl 5-(2-fluoro-5-(trifluoromethyl)benzyl)-1,2,4-oxadiazole-3-carboxylate). The yield is 19.3%. Reaction SMILES: [F:1][C:2]1[CH:7]=[CH:6][C:5]([C:8]([F:11])([F:10])[F:9])=[CH:4][C:3]=1[CH2:12][C:13]([OH:15])=O.C(Cl)(=O)C(Cl)=O.[NH2:22][C:23](=[N:29]O)[C:24]([O:26][CH2:27][CH3:28])=[O:25].C(N(CC)C(C)C)(C)C>ClCCl.N1C=CC=CC=1.CN(C=O)C>[F:1][C:2]1[CH:7]=[CH:6][C:5]([C:8]([F:9])([F:10])[F:11])=[CH:4][C:3]=1[CH2:12][C:13]1[O:15][N:29]=[C:23]([C:24]([O:26][CH2:27][CH3:28])=[O:25])[N:22]=1. Procedure: This compound was prepared according to general method 2 with (step I) 2-(2-fluoro-5-(trifluoromethyl)phenyl)acetic acid (0.420 g; 1.89 mmol) and oxalyl chloride (0.176 mL; 2.08 mmol) in dichloromethane (12 mL) with few drops of DMF and (step II) ethyl 2-amino-2-(hydroxyimino)acetate (0.250 g; 1.89 mmol) and N,N diisopropylethylamine (0.527 mL; 3.03 mmol) in dichloromethane (10 mL) and (step III) pyridine (18 mL). The crude material was purified by flash chromatography on silica (eluent 20 to 10...